From a dataset of the Open Reaction Database (ORD), a public repository of structured organic reaction records. describe an organic reaction: reactants, conditions, products, and yield The reactants are C(C)(C)(C)OC(=O)N1[C@@H](CC(C1)=NOC)C(=O)O ((2S,4EZ)-1-(tert-butoxycarbonyl)-4-(methoxyimino)-2-pyrrolidinecarboxylic acid), CC1=C(C=CC=C1)C1=CC=C(C=C1)C(=O)O (2′-methyl[1,1′-biphenyl]-4-carboxylic acid), NCCCO (3-amino-1-propanol). Product: OCCCNC(=O)[C@H]1N(CC(C1)=NOC)C(=O)C1=CC=C(C=C1)C1=C(C=CC=C1)C ((2S,4EZ)-N-(3-hydroxypropyl)-4-(methoxyimino)-1-[(2′-methyl[1,1′-biphenyl]-4-yl)carbonyl]-2-pyrrolidinecarboxamide). RXN SMILES: C(O[C:6]([N:8]1[CH2:12][C:11](=[N:13][O:14][CH3:15])[CH2:10][C@H:9]1[C:16]([OH:18])=O)=[O:7])(C)(C)C.[CH3:19][C:20]1[CH:25]=[CH:24][CH:23]=[CH:22][C:21]=1[C:26]1[CH:31]=[CH:30][C:29](C(O)=O)=[CH:28][CH:27]=1.[NH2:35][CH2:36][CH2:37][CH2:38][OH:39]>>[OH:39][CH2:38][CH2:37][CH2:36][NH:35][C:16]([C@@H:9]1[CH2:10][C:11](=[N:13][O:14][CH3:15])[CH2:12][N:8]1[C:6]([C:29]1[CH:28]=[CH:27][C:26]([C:21]2[CH:22]=[CH:23][CH:24]=[CH:25][C:20]=2[CH3:19])=[CH:31][CH:30]=1)=[O:7])=[O:18]. Reported procedure: Following the general method as outlined in Example 22, starting from (2S,4EZ)-1-(tert-butoxycarbonyl)-4-(methoxyimino)-2-pyrrolidinecarboxylic acid, 2′-methyl[1,1′-biphenyl]-4-carboxylic acid, and 3-amino-1-propanol, the title compound was obtained in 90% purity by HPLC. MS(ESI+): m/z=410. The reactants are CC1(C=CC#N)C(C(=O)OC(c2ccccc2)c2ccccc2)N2C(=O)CC2S1(=O)=O, CCCCC(CC)C(=O)[O-], CC(=O)CC(C)C, Cc1cccc(O)c1, [Na+]. Product: CC1(C=CC#N)C(C(=O)[O-])N2C(=O)CC2S1(=O)=O, [Na+]. As a reaction SMILES: [C:1](#[N:2])[CH:3]=[CH:4][C:5]1([CH3:31])[CH:6]([C:15](=[O:16])[O:17][CH:18]([c:19]2[cH:20][cH:21][cH:22][cH:23][cH:24]2)[c:25]2[cH:26][cH:27][cH:28][cH:29][cH:30]2)[N:7]2[C:8](=[O:14])[CH2:9][CH:10]2[S:11]1(=[O:12])=[O:13].[CH2:39]([CH:40]([CH2:41][CH2:42][CH2:43][CH3:44])[C:45]([O-:46])=[O:47])[CH3:48].[CH3:32][C:33]([CH2:34][CH:35]([CH3:36])[CH3:37])=[O:38].[CH3:50][c:51]1[cH:52][c:53]([OH:54])[cH:55][cH:56][cH:57]1.[Na+:49]>>[C:1](#[N:2])[CH:3]=[CH:4][C:5]1([CH3:31])[CH:6]([C:15](=[O:16])[O-:17])[N:7]2[C:8](=[O:14])[CH2:9][CH:10]2[S:11]1(=[O:12])=[O:13].[Na+:49]. Starting materials: O1C(OCC1)C=1C=C2C(=NNC2=CC1)N (5-(1,3-dioxolan-2-yl)-1H-indazol-3-amine), C1(=CC=C(C=C1)S(=O)(=O)O)C (p-toluene sulfonic acid), C(C)(=O)OCC (Ethyl acetate). Run in C1CCOC1 (THF), O (H2O). Conditions: time 8 hour. Product: NC1=NNC2=CC=C(C=C12)C=O (3-amino-1H-indazole-5-carbaldehyde). Isolated yield 89.6%. RXN SMILES: [O:1]1CCO[CH:2]1[C:6]1[CH:7]=[C:8]2[C:12](=[CH:13][CH:14]=1)[NH:11][N:10]=[C:9]2[NH2:15].C1(C)C=CC(S(O)(=O)=O)=CC=1.C(OCC)(=O)C>C1COCC1.O>[NH2:15][C:9]1[C:8]2[C:12](=[CH:13][CH:14]=[C:6]([CH:2]=[O:1])[CH:7]=2)[NH:11][N:10]=1. Procedure details: To a solution of 5-(1,3-dioxolan-2-yl)-1H-indazol-3-amine (75 mg, 0.36 mmol) in THF (5 mL) and H2O (0.5 mL) was added p-toluene sulfonic acid (25 mg) and the reaction was stirred overnight at room temperature. Ethyl acetate (75 mL) was added and the solution was washed with sat. sodium bicarbonate (5 mL), brine (2×5 mL), dried over MgSO4 and concentrated to give the title compound as an orange solid (52 mg, 89%). 1H NMR (400 MHz, CD3OD) δ 9.68 (s, 1H), 8.94 (s, 1H), 8.18 (d, 1H, J=7.6 Hz), 7.68 ... Starting materials: FC(C1=C(C=CC=C1)CC(=O)O)(F)F (2-(2-(trifluoromethyl)phenyl)acetic acid), N1CCC2(CC1)C(NC1=CC=CC=C12)=O (spiro[indoline-3,4′-piperidin]-2-one). Product: FC(C1=C(C=CC=C1)CC(=O)N1CCC2(CC1)C(NC1=CC=CC=C12)=O)(F)F (1′-(2-(2-(trifluoromethyl)phenyl)acetyl)spiro[indoline-3,4′-piperidin]-2-one). As a reaction SMILES: [F:1][C:2]([F:14])([F:13])[C:3]1[CH:8]=[CH:7][CH:6]=[CH:5][C:4]=1[CH2:9][C:10]([OH:12])=O.[NH:15]1[CH2:20][CH2:19][C:18]2([C:28]3[C:23](=[CH:24][CH:25]=[CH:26][CH:27]=3)[NH:22][C:21]2=[O:29])[CH2:17][CH2:16]1>>[F:13][C:2]([F:1])([F:14])[C:3]1[CH:8]=[CH:7][CH:6]=[CH:5][C:4]=1[CH2:9][C:10]([N:15]1[CH2:20][CH2:19][C:18]2([C:28]3[C:23](=[CH:24][CH:25]=[CH:26][CH:27]=3)[NH:22][C:21]2=[O:29])[CH2:17][CH2:16]1)=[O:12]. Procedure: The title compound was prepared following a procedure analogous to that described in Example 31 using 2-(2-(trifluoromethyl)phenyl)acetic acid and spiro[indoline-3,4′-piperidin]-2-one. LC-MS Method 3 tR=1.089, min, m/z=389; NMR (CDCl3) 1.19 (m, 1H), 1.28 (m, 1H), 1.75 (m, 4H), 3.62 (m, 1H), 3.88 (m, 5H), 6.81 (d, 2H), 6.93 (m, 1H), 7.13 (m, 2H), 7.35 (m, 2H), 7.47 (m, 1H), 7.61 (d, 1H), 8.41 (s, 1H) Starting materials: COC1=CC=C(CN(S(=O)(=O)C=2C=CC3=C(OCCN3C3=C(OCC(=O)N)C=CC=C3)C2)C=2SC=CN2)C=C1 (2-(2-(7-(N-(4-methoxybenzyl)-N-(thiazol-2-yl)sulfamoyl)-2H-benzo[b][1,4]oxazin-4(3H)-yl)phenoxy)acetamide), C(=O)(C(F)(F)F)O (TFA). Run in C(Cl)Cl (DCM). Run at time 5 hour. Product: S1C(=NC=C1)NS(=O)(=O)C=1C=CC2=C(OCCN2C2=C(OCC(=O)N)C=CC=C2)C1 (2-(2-(7-(N-(thiazol-2-yl)sulfamoyl)-2H-benzo[b][1,4]oxazin-4(3H)-yl)phenoxy)acetamide). Yield: 23.2%. RXN SMILES: COC1C=CC(C[N:8]([C:33]2[S:34][CH:35]=[CH:36][N:37]=2)[S:9]([C:12]2[CH:13]=[CH:14][C:15]3[N:20]([C:21]4[CH:31]=[CH:30][CH:29]=[CH:28][C:22]=4[O:23][CH2:24][C:25]([NH2:27])=[O:26])[CH2:19][CH2:18][O:17][C:16]=3[CH:32]=2)(=[O:11])=[O:10])=CC=1.C(O)(C(F)(F)F)=O>C(Cl)Cl>[S:34]1[CH:35]=[CH:36][N:37]=[C:33]1[NH:8][S:9]([C:12]1[CH:13]=[CH:14][C:15]2[N:20]([C:21]3[CH:31]=[CH:30][CH:29]=[CH:28][C:22]=3[O:23][CH2:24][C:25]([NH2:27])=[O:26])[CH2:19][CH2:18][O:17][C:16]=2[CH:32]=1)(=[O:10])=[O:11]. Procedure: To a solution of 2-(2-(7-(N-(4-methoxybenzyl)-N-(thiazol-2-yl)sulfamoyl)-2H-benzo[b][1,4]oxazin-4(3H)-yl)phenoxy)acetamide (300 mg, 0.53 mmol) in DCM (30 mL) was added TFA (0.5 mL) at 0° C. The reaction mixture was stirred at ambient temperature for 5 h. After completion, the reaction mixture was quenched with saturated aqueous sodium bicarbonate solution (50 mL) and extracted with ethyl acetate (2×50 mL). The organic layer was dried over sodium sulfate and concentrated under reduced pressure to... Reactants: C(C1=CC=C(C(=O)[O-])C=C1)(=O)OC.[K+] (potassium monomethyl terephthalate), C1(=CC=CC=C1)C (toluene), C(C1=CC=C(C(=O)OCC)C=C1)(=O)OCC (diethyl terephthalate), [OH-].[K+] (potassium hydroxide). The solvent is C(C)O (ethanol). The product is C(C1=CC=C(C(=O)[O-])C=C1)(=O)OCC.[K+] (Potassium Monoethyl Terephthalate). Reaction SMILES: C(OC)(=O)C1C=CC(C([O-])=O)=CC=1.[K+:14].[C:15]([O:28]CC)(=[O:27])[C:16]1[CH:26]=[CH:25][C:19]([C:20]([O:22][CH2:23][CH3:24])=[O:21])=[CH:18][CH:17]=1.[OH-].[K+].C1(C)C=CC=CC=1>C(O)C>[C:20]([O:22][CH2:23][CH3:24])(=[O:21])[C:19]1[CH:25]=[CH:26][C:16]([C:15]([O-:28])=[O:27])=[CH:17][CH:18]=1.[K+:14] |f:0.1,3.4,7.8|. Procedure: This compound was prepared by the procedure described for potassium monomethyl terephthalate. Typical reagent levels were as follows: 77.0 gm (0.346 mole) of diethyl terephthalate, 19.4 gm of potassium hydroxide, 150 ml of toluene and 100 ml of ethanol. Reported procedure: From 4-(3-(2,2,2-trifluoroethyl)-2-oxo-1-benzimidazolinyl)piperidine [prepared by a modification of Step 2 of Example 1 wherein cesium carbonate replaced the sodium hydride and the reaction was heated at 50° C. for 20 hours] and 1,1-dioxido-2-(4-bromobutyl)-5-chloro-1,2-benzisothiazol-3(2H)-one using the procedures described in Example 1 there was obtained a white solid upon formation of the HCl salt (from methanol and diethyl ether), melting point 237-239° C. Analysis calculated for C25H26ClF3N... The product is O=S1(N(C(C2=C1C=CC(=C2)Cl)=O)CCCCN2CCC(CC2)N2C(N(C1=C2C=CC=C1)CC(F)(F)F)=O)=O (1,1-Dioxido-2-(4-(4-(3-(2,2,2-trifluoroethyl)-2-oxo-1-benzimidazolinyl)piperidin-1-yl)butyl)-5-chloro-1,2-benzisothiazol-3(2H)-one). Reaction SMILES: [F:1][C:2]([F:21])([F:20])[CH2:3][N:4]1[C:8]2[CH:9]=[CH:10][CH:11]=[CH:12][C:7]=2[N:6]([CH:13]2[CH2:18][CH2:17][NH:16][CH2:15][CH2:14]2)[C:5]1=[O:19].C(=O)([O-])[O-].[Cs+].[Cs+].[H-].[Na+].[O:30]=[S:31]1(=[O:47])[C:35]2[CH:36]=[CH:37][C:38]([Cl:40])=[CH:39][C:34]=2[C:33](=[O:41])[N:32]1[CH2:42][CH2:43][CH2:44][CH2:45]Br>>[O:47]=[S:31]1(=[O:30])[C:35]2[CH:36]=[CH:37][C:38]([Cl:40])=[CH:39][C:34]=2[C:33](=[O:41])[N:32]1[CH2:42][CH2:43][CH2:44][CH2:45][N:16]1[CH2:15][CH2:14][CH:13]([N:6]2[C:7]3[CH:12]=[CH:11][CH:10]=[CH:9][C:8]=3[N:4]([CH2:3][C:2]([F:1])([F:20])[F:21])[C:5]2=[O:19])[CH2:18][CH2:17]1 |f:1.2.3,4.5|. The reactants are O=S1(N(C(C2=C1C=CC(=C2)Cl)=O)CCCCBr)=O (1,1-dioxido-2-(4-bromobutyl)-5-chloro-1,2-benzisothiazol-3(2H)-one), FC(CN1C(N(C2=C1C=CC=C2)C2CCNCC2)=O)(F)F (4-(3-(2,2,2-trifluoroethyl)-2-oxo-1-benzimidazolinyl)piperidine), C([O-])([O-])=O.[Cs+].[Cs+] (cesium carbonate), [H-].[Na+] (sodium hydride).